This data is from the Open Reaction Database (ORD), a public repository of structured organic reaction records. The task is: describe an organic reaction: reactants, conditions, products, and yield The reactants are [Li]CCCC, CCCCCC, CC(C)NC(C)C, CC(c1ccccc1)N1CC(CF)CC1=O, [Na+], [Na+], C1CCOC1, O=S([O-])([O-])=S. Product: CC(c1ccccc1)N1CC(CF)C(O)C1=O. RXN SMILES: [CH2:7]([Li:8])[CH2:9][CH2:10][CH3:11].[CH3:1][CH2:2][CH2:3][CH2:4][CH2:5][CH3:6].[CH:12]([NH:13][CH:14]([CH3:15])[CH3:16])([CH3:17])[CH3:18].[F:19][CH2:20][CH:21]1[CH2:22][C:23](=[O:34])[N:24]([CH:26]([CH3:27])[c:28]2[cH:29][cH:30][cH:31][cH:32][cH:33]2)[CH2:25]1.[Na+:40].[Na+:41].[O:42]1[CH2:43][CH2:44][CH2:45][CH2:46]1.[S:35]([O-:36])(=[O:37])([O-:38])=[S:39]>>[F:19][CH2:20][CH:21]1[CH:22]([OH:37])[C:23](=[O:34])[N:24]([CH:26]([CH3:27])[c:28]2[cH:29][cH:30][cH:31][cH:32][cH:33]2)[CH2:25]1. Starting materials: CCCCCCCCCCOc1cc(CO)cc(OCCCCCCCCCC)c1, ClCCl, CN(C)C=O, O=S(Cl)Cl, c1ccncc1. Product: CCCCCCCCCCOc1cc(CCl)cc(OCCCCCCCCCC)c1. RXN SMILES: [CH2:10]([CH2:11][CH2:12][CH2:13][CH2:14][CH2:15][CH2:16][CH2:17][CH2:18][CH3:19])[O:20][c:21]1[cH:22][c:23]([CH2:24][OH:25])[cH:26][c:27]([O:29][CH2:30][CH2:31][CH2:32][CH2:33][CH2:34][CH2:35][CH2:36][CH2:37][CH2:38][CH3:39])[cH:28]1.[Cl:46][CH2:47][Cl:48].[O:1]=[CH:2][N:3]([CH3:4])[CH3:5].[S:6]([Cl:7])([Cl:8])=[O:9].[cH:40]1[cH:41][cH:42][n:43][cH:44][cH:45]1>>[Cl:8][CH2:24][c:23]1[cH:22][c:21]([O:20][CH2:10][CH2:11][CH2:12][CH2:13][CH2:14][CH2:15][CH2:16][CH2:17][CH2:18][CH3:19])[cH:28][c:27]([O:29][CH2:30][CH2:31][CH2:32][CH2:33][CH2:34][CH2:35][CH2:36][CH2:37][CH2:38][CH3:39])[cH:26]1.